This data is from the Open Reaction Database (ORD), a public repository of structured organic reaction records. The task is: describe an organic reaction: reactants, conditions, products, and yield Starting materials: NC(=O)c1cc(OCCNCc2ccccc2)ccc1O, CC(C)O, c1ccc(C2CO2)cc1. Yields the product NC(=O)c1cc(OCCN(Cc2ccccc2)CC(O)c2ccccc2)ccc1O. Reaction SMILES: [CH2:10]([c:11]1[cH:12][cH:13][cH:14][cH:15][cH:16]1)[NH:17][CH2:18][CH2:19][O:20][c:21]1[cH:22][cH:23][c:24]([OH:30])[c:25]([C:26](=[O:27])[NH2:28])[cH:29]1.[CH:31]([OH:32])([CH3:33])[CH3:34].[c:1]1([CH:7]2[O:8][CH2:9]2)[cH:2][cH:3][cH:4][cH:5][cH:6]1>>[c:1]1([CH:7]([OH:8])[CH2:9][N:17]([CH2:10][c:11]2[cH:12][cH:13][cH:14][cH:15][cH:16]2)[CH2:18][CH2:19][O:20][c:21]2[cH:22][cH:23][c:24]([OH:30])[c:25]([C:26](=[O:27])[NH2:28])[cH:29]2)[cH:2][cH:3][cH:4][cH:5][cH:6]1. Starting materials: BrC=1C=C(C=CC1)C1(N=C(C2=C(C=CC=C12)F)N)C1=CC(=NC=C1)C1CC1 (1-(3-bromophenyl)-1-(2-cyclopropylpyridin-4-yl)-4-fluoro-1H-isoindol-3-amine), N1=CN=CC(=C1)B(O)O (pyrimidin-5-ylboronic acid), C([O-])([O-])=O.[Cs+].[Cs+] (cesium carbonate). Reagents/catalysts: C1=CC=C(C=C1)[PH+](C2=CC=CC=C2)[C]3[CH][CH][CH][CH]3.C1=CC=C(C=C1)[PH+](C2=CC=CC=C2)[C]3[CH][CH][CH][CH]3.C(Cl)Cl.Cl[Pd]Cl.[Fe] (dichloro[1,1′-bis(diphenylphosphino)ferrocene]-palladium (II) dichloromethane adduct). The solvent is COCCOC.CCO.O (DME EtOH water), CCOC(=O)C (EtOAc), [Cl-].[Na+].O (brine). Conditions: temperature 150 celsius. Product: C1(CC1)C1=NC=CC(=C1)C1(N=C(C2=C(C=CC=C12)F)N)C1=CC(=CC=C1)C=1C=NC=NC1 (1-(2-Cyclopropylpyridin-4-yl)-4-fluoro-1-(3-(pyrimidin-5-yl)phenyl)-1H-isoindol-3-amine). Yield: 61.9%. As a reaction SMILES: Br[C:2]1[CH:3]=[C:4]([C:8]2([C:19]3[CH:24]=[CH:23][N:22]=[C:21]([CH:25]4[CH2:27][CH2:26]4)[CH:20]=3)[C:16]3[C:11](=[C:12]([F:17])[CH:13]=[CH:14][CH:15]=3)[C:10]([NH2:18])=[N:9]2)[CH:5]=[CH:6][CH:7]=1.[N:28]1[CH:33]=[C:32](B(O)O)[CH:31]=[N:30][CH:29]=1.C(=O)([O-])[O-].[Cs+].[Cs+]>COCCOC.CCO.O.CCOC(C)=O.[Cl-].[Na+].O.C1C=CC([PH+]([C]2[CH][CH][CH][CH]2)C2C=CC=CC=2)=CC=1.C1C=CC([PH+]([C]2[CH][CH][CH][CH]2)C2C=CC=CC=2)=CC=1.C(Cl)Cl.Cl[Pd]Cl.[Fe]>[CH:25]1([C:21]2[CH:20]=[C:19]([C:8]3([C:4]4[CH:5]=[CH:6][CH:7]=[C:2]([C:32]5[CH:33]=[N:28][CH:29]=[N:30][CH:31]=5)[CH:3]=4)[C:16]4[C:11](=[C:12]([F:17])[CH:13]=[CH:14][CH:15]=4)[C:10]([NH2:18])=[N:9]3)[CH:24]=[CH:23][N:22]=2)[CH2:27][CH2:26]1 |f:2.3.4,5.6.7,9.10.11,12.13.14.15.16,^1:66,67,68,69,70,84,85,86,87,88|. Procedure: To a solution of 1-(3-bromophenyl)-1-(2-cyclopropylpyridin-4-yl)-4-fluoro-1H-isoindol-3-amine (97 mg, 0.23 mmol) in DME:EtOH:water (6:3:1) (5 mL) was added pyrimidin-5-ylboronic acid (37.0 mg, 0.30 mmol), dichloro[1,1′-bis(diphenylphosphino)ferrocene]-palladium (II) dichloromethane adduct (9.38 mg, 0.01 mmol) and cesium carbonate (225 mg, 0.69 mmol). The vial was sealed and heated in a microwave reactor at 150° C. for 20 minutes. The reaction was diluted with EtOAc and brine, the layers were sep... The reactants are O=C([O-])[O-], CCNCC, CN(C)C=O, CC(C)(C)C(=O)Nc1ccc(-c2cc(=O)c3c(NCCCOS(C)(=O)=O)c(F)cc(F)c3o2)cc1F, [K+], [K+], O. The product is CCN(CC)CCCNc1c(F)cc(F)c2oc(-c3ccc(NC(=O)C(C)(C)C)c(F)c3)cc(=O)c12. RXN SMILES: [C:42](=[O:43])([O-:44])[O-:45].[CH2:37]([CH3:38])[NH:39][CH2:40][CH3:41].[CH3:49][N:50]([CH3:51])[CH:52]=[O:53].[F:1][c:2]1[cH:3][c:4]([F:36])[c:5]2[c:6]([c:7](=[O:25])[cH:8][c:9](-[c:11]3[cH:12][c:13]([F:24])[c:14]([NH:17][C:18]([C:19]([CH3:20])([CH3:21])[CH3:22])=[O:23])[cH:15][cH:16]3)[o:10]2)[c:26]1[NH:27][CH2:28][CH2:29][CH2:30][O:31][S:32]([CH3:33])(=[O:34])=[O:35].[K+:46].[K+:47].[OH2:48]>>[F:1][c:2]1[cH:3][c:4]([F:36])[c:5]2[c:6]([c:7](=[O:25])[cH:8][c:9](-[c:11]3[cH:12][c:13]([F:24])[c:14]([NH:17][C:18]([C:19]([CH3:20])([CH3:21])[CH3:22])=[O:23])[cH:15][cH:16]3)[o:10]2)[c:26]1[NH:27][CH2:28][CH2:29][CH2:30][N:39]([CH2:37][CH3:38])[CH2:40][CH3:41]. Reactants: [N+](=O)([O-])C1CCCC1 (nitrocyclopentane), C(=O)C=C (acrolein), [H-].[Na+] (sodium hydride). Run in O1CCCC1 (tetrahydrofuran). The product is [N+](=O)([O-])C1(CCCC1)CCC=O (3-(1-nitrocyclopentyl)propionaldehyde). As a reaction SMILES: [N+:1]([CH:4]1[CH2:8][CH2:7][CH2:6][CH2:5]1)([O-:3])=[O:2].[CH:9]([CH:11]=[CH2:12])=[O:10].[H-].[Na+]>O1CCCC1>[N+:1]([C:4]1([CH2:12][CH2:11][CH:9]=[O:10])[CH2:8][CH2:7][CH2:6][CH2:5]1)([O-:3])=[O:2] |f:2.3|. Procedure details: Condense nitrocyclopentane (prepared from bromocyclopentane and sodium nitrite) and acrolein in tetrahydrofuran in the presence of sodium hydride to obtain 3-(1-nitrocyclopentyl)propionaldehyde. Treat this aldehyde with p-toluenesulfonic acid in methanol and isolate 3-(1-nitrocylopentyl) propionaldehyde dimethyl acetal. Hydrogenate this compound with Raney nickel. Isolate 3-(1-aminocyclopentyl)propionaldehyde dimethylacetal and dissolve in aqueous acetone in the presence of p-toluenesulfonic aci... The reactants are ClC1=C(C=CC=C1)C1=CC2=C(C=3C(NC(C13)=O)=O)C1=C(O2)C(=CC(=C1)O)C=C (4-(2-Chlorophenyl)-9-hydroxy-7-vinyl-1H-[1]benzofuro[3,2-e]isoindole-1,3(2H)-dione), CO (methanol), [H][H] (hydrogen). The reagents and catalysts are [Ni] (Raney nickel). Solvent: O1CCCC1 (tetrahydrofuran). Product: ClC1=C(C=CC=C1)C1=CC2=C(C=3C(NC(C13)=O)=O)C1=C(O2)C(=CC(=C1)O)CC (4-(2-Chlorophenyl)-7-ethyl-9-hydroxy-1H-[1]benzofuro[3,2-e]isoindole-1,3(2H)-dione). The yield is 48.9%. As a reaction SMILES: [Cl:1][C:2]1[CH:7]=[CH:6][CH:5]=[CH:4][C:3]=1[C:8]1[C:16]2[C:15](=[O:17])[NH:14][C:13](=[O:18])[C:12]=2[C:11]2[C:19]3[CH:25]=[C:24]([OH:26])[CH:23]=[C:22]([CH:27]=[CH2:28])[C:20]=3[O:21][C:10]=2[CH:9]=1.CO.[H][H]>[Ni].O1CCCC1>[Cl:1][C:2]1[CH:7]=[CH:6][CH:5]=[CH:4][C:3]=1[C:8]1[C:16]2[C:15](=[O:17])[NH:14][C:13](=[O:18])[C:12]=2[C:11]2[C:19]3[CH:25]=[C:24]([OH:26])[CH:23]=[C:22]([CH2:27][CH3:28])[C:20]=3[O:21][C:10]=2[CH:9]=1. Procedure details: A solution of (863) (0.054 g, 0.167 mmol) prepared as described in example 444 in a methanol:tetrahydrofuran mixture (1:1, 4 mL) was hydrogenated over Raney nickel (100 mg) and hydrogen. The product was purified by column chromatography using a gradient of 0–100% ethyl acetate in dichloromethane to give (864) (0.032 g, 59%). 1H NMR δ [(CD3)2SO] 9.65 (s, 1H), 7.92 (m, 1H), 7.56 (d, J=3.0 Hz, 1H), 7.43 (m, 3H), 6.96 (d, J=2.5 Hz, 1H), 2.90 (q, 2H), 1.5 (t, 3H). MH−:392, 390. The reactants are ClC=1C=C(CN2C(C3=C(C(N4C(=C3CC2)C(N(CCCC4)CCS(=O)(=O)C)=O)=O)OC)=O)C=CC1F (11-(3-chloro-4-fluorobenzyl)-9-methoxy-2-(2-methane-sulfonylethyl)-3,4,5,6,12,13-hexahydro-2H[1,4]diazocino[2,1-a]-2,6-naphthyridine-1,8,10(1H)-trione), N1CCOCC1 (morpholine), C(C)(C)N(CC)C(C)C (diisopropylethylamine). Run at temperature 40 celsius, time 8 hour. Solvent: C1CCOC1 (THF). Reaction SMILES: [Cl:1][C:2]1[CH:3]=[C:4]([CH:33]=[CH:34][C:35]=1[F:36])[CH2:5][N:6]1[CH2:15][CH2:14][C:13]2[C:8](=[C:9]([O:30][CH3:31])[C:10](=[O:29])[N:11]3[CH2:21][CH2:20][CH2:19][CH2:18][N:17]([CH2:22][CH2:23]S(C)(=O)=O)[C:16](=[O:28])[C:12]3=2)[C:7]1=[O:32].[NH:37]1[CH2:42][CH2:41][O:40][CH2:39][CH2:38]1.C(N(C(C)C)CC)(C)C>C1COCC1>[Cl:1][C:2]1[CH:3]=[C:4]([CH:33]=[CH:34][C:35]=1[F:36])[CH2:5][N:6]1[CH2:15][CH2:14][C:13]2[C:8](=[C:9]([O:30][CH3:31])[C:10](=[O:29])[N:11]3[CH2:21][CH2:20][CH2:19][CH2:18][N:17]([CH2:22][CH2:23][N:37]4[CH2:42][CH2:41][O:40][CH2:39][CH2:38]4)[C:16](=[O:28])[C:12]3=2)[C:7]1=[O:32]. Procedure: A mixture of 11-(3-chloro-4-fluorobenzyl)-9-methoxy-2-(2-methane-sulfonylethyl)-3,4,5,6,12,13-hexahydro-2H[1,4]diazocino[2,1-a]-2,6-naphthyridine-1,8,10(1H)-trione (97 mg, 0.17 mmol), morpholine (30 mg, 0.35 mmol), and diisopropylethylamine (006 mL, 0.355 mmol) in THF (1.7 mL) was stirred at 40° C. overnight. The product mixture was concentrated under vacuum. The residue was subjected to column chromatography on silica gel eluting with gradient mixture of methanol in dichloromethane. Collection ... The product is ClC=1C=C(CN2C(C3=C(C(N4C(=C3CC2)C(N(CCCC4)CCN4CCOCC4)=O)=O)OC)=O)C=CC1F (11-(3-Chloro-4-fluorobenzyl)-9-methoxy-2-(2-morpholin-4-ylethyl)-3,4,5,6,12,13-hexahydro-2H[1,4]diazocino[2,1-a]-2,6-naphthyridine-1,8,10(11H)-trione). Starting materials: O=C1NC2=C(CCN1C1CCN(CC1)C(=O)O[C@@H](C(=O)N1CCN(CC1)C1CC(N(CC1)OC(C)(C)C)=C=O)CC1=CC=C(C=C1)O)C=CC=C2 ((R)-1-(4-hydroxy-benzyl)-2-[4-(1-tert-butoxy-carbonyl-piperidin-4-yl)-piperazin-1-yl]-2-oxo-ethyl 4-(2-oxo-1,2,4,5-tetrahydro-1,3-benzodiazepin-3-yl)-piperidine-1-carboxylate). Reaction SMILES: [O:1]=[C:2]1[N:8]([CH:9]2[CH2:14][CH2:13][N:12]([C:15]([O:17][C@H:18]([CH2:40][C:41]3[CH:46]=[CH:45][C:44]([OH:47])=[CH:43][CH:42]=3)[C:19]([N:21]3[CH2:26][CH2:25][N:24]([CH:27]4[CH2:32][CH2:31][N:30](OC(C)(C)C)[C:29](=C=O)[CH2:28]4)[CH2:23][CH2:22]3)=[O:20])=[O:16])[CH2:11][CH2:10]2)[CH2:7][CH2:6][C:5]2[CH:48]=[CH:49][CH:50]=[CH:51][C:4]=2[NH:3]1>C(O)=O>[O:1]=[C:2]1[N:8]([CH:9]2[CH2:14][CH2:13][N:12]([C:15]([O:17][C@H:18]([CH2:40][C:41]3[CH:42]=[CH:43][C:44]([OH:47])=[CH:45][CH:46]=3)[C:19](=[O:20])[N:21]3[CH2:22][CH2:23][N:24]([CH:27]4[CH2:28][CH2:29][NH:30][CH2:31][CH2:32]4)[CH2:25][CH2:26]3)=[O:16])[CH2:11][CH2:10]2)[CH2:7][CH2:6][C:5]2[CH:48]=[CH:49][CH:50]=[CH:51][C:4]=2[NH:3]1. Solvent: C(=O)O (formic acid). Procedure details: To a solution of 210 mg (0.30 mmol) of (R)-1-(4-hydroxy-benzyl)-2-[4-(1-tert-butoxy-carbonyl-piperidin-4-yl)-piperazin-1-yl]-2-oxo-ethyl 4-(2-oxo-1,2,4,5-tetrahydro-1,3-benzodiazepin-3-yl)-piperidine-1-carboxylate (Example 124) in 1.5 mL formic acid was stirred for 3 h at RT. The reaction mixture was evaporated down i.vac. and the residue was purified by chromatography (silica gel, DCM/MeOH/NH3 90:10:1). Yields the product O=C1NC2=C(CCN1C1CCN(CC1)C(=O)O[C@@H](C(N1CCN(CC1)C1CCNCC1)=O)CC1=CC=C(C=C1)O)C=CC=C2 ((R)-1-(4-hydroxy-benzyl)-2-oxo-2-(4-piperidin-4-yl-piperazin-1-yl)-ethyl 4-(2-oxo-1,2,4,5-tetrahydro-1,3-benzodiazepin-3-yl)-piperidine-1-carboxylate). The reactants are COc1ccc(B(O)O)cc1OC, COc1ccc2c(Cl)nc(Nc3cc[nH]n3)cc2c1. Yields the product COc1ccc2c(-c3ccc(OC)c(OC)c3)nc(Nc3cc[nH]n3)cc2c1. Reaction SMILES: [CH3:20][O:21][c:22]1[cH:23][c:24]([B:30]([OH:31])[OH:32])[cH:25][cH:26][c:27]1[O:28][CH3:29].[Cl:1][c:2]1[n:3][c:4]([NH:14][c:15]2[n:16][nH:17][cH:18][cH:19]2)[cH:5][c:6]2[cH:7][c:8]([O:12][CH3:13])[cH:9][cH:10][c:11]12>>[c:2]1(-[c:24]2[cH:23][c:22]([O:21][CH3:20])[c:27]([O:28][CH3:29])[cH:26][cH:25]2)[n:3][c:4]([NH:14][c:15]2[n:16][nH:17][cH:18][cH:19]2)[cH:5][c:6]2[cH:7][c:8]([O:12][CH3:13])[cH:9][cH:10][c:11]12. Reactants: ClC1=C2C(=NC=C1)C=C(S2)C(=O)N(C)C (7-Chloro-N,N-dimethylthieno[3,2-b]pyridine-2-carboxamide), C([O-])([O-])=O.[K+].[K+] (potassium carbonate), FC1=C(C=CC(=C1)[N+](=O)[O-])O (2-fluoro-4-nitrophenol), CO.CCOC(=O)C (MeOH EtOAc). The solvent is C1(=CC=CC=C1)OC1=CC=CC=C1 (diphenyl ether), CCOC(=O)C (EtOAc). Yields the product FC1=C(OC2=C3C(=NC=C2)C=C(S3)C(=O)N(C)C)C=CC(=C1)[N+](=O)[O-] (7-(2-Fluoro-4-nitrophenoxy)-N,N-dimethylthieno[3,2-b]pyridine-2-carboxamide). The yield is 41.2%. RXN SMILES: Cl[C:2]1[CH:7]=[CH:6][N:5]=[C:4]2[CH:8]=[C:9]([C:11]([N:13]([CH3:15])[CH3:14])=[O:12])[S:10][C:3]=12.C(=O)([O-])[O-].[K+].[K+].[F:22][C:23]1[CH:28]=[C:27]([N+:29]([O-:31])=[O:30])[CH:26]=[CH:25][C:24]=1[OH:32].CO.CCOC(C)=O>C1(OC2C=CC=CC=2)C=CC=CC=1.CCOC(C)=O>[F:22][C:23]1[CH:28]=[C:27]([N+:29]([O-:31])=[O:30])[CH:26]=[CH:25][C:24]=1[O:32][C:2]1[CH:7]=[CH:6][N:5]=[C:4]2[CH:8]=[C:9]([C:11]([N:13]([CH3:15])[CH3:14])=[O:12])[S:10][C:3]=12 |f:1.2.3,5.6|. Procedure details: A mixture of 5 (1.65 g, 6.85 mmol), potassium carbonate (5.68 g, 41.1 mmol) and 2-fluoro-4-nitrophenol (1.65 g, 10.3 mmol) were heated to 170° C. in diphenyl ether (20 mL) for 5 hrs. The mixture was cooled to room temperature, diluted with EtOAc and washed with water. The organic phase was collected, dried over anhydrous sodium sulfate and the solvents were removed under reduced pressure. The residue was purified by column chromatography (eluents EtOAc-hexane 9:1, then MeOH-EtOAc 1:4) to afford ...